The task is: describe an organic reaction: reactants, conditions, products, and yield. This data is from the Open Reaction Database (ORD), a public repository of structured organic reaction records. Starting materials: Brc1cccnc1, CCOCC, O=Cc1cccc2ccccc12, [Li]CCCC, C1CCOC1. The product is OC(c1cccnc1)c1cccc2ccccc12. RXN SMILES: [Br:11][c:12]1[cH:13][n:14][cH:15][cH:16][cH:17]1.[CH3:1][CH2:2][O:3][CH2:4][CH3:5].[CH:18](=[O:19])[c:20]1[cH:21][cH:22][cH:23][c:24]2[cH:25][cH:26][cH:27][cH:28][c:29]12.[Li:6][CH2:7][CH2:8][CH2:9][CH3:10].[O:30]1[CH2:31][CH2:32][CH2:33][CH2:34]1>>[c:12]1([CH:18]([OH:19])[c:20]2[cH:21][cH:22][cH:23][c:24]3[cH:25][cH:26][cH:27][cH:28][c:29]23)[cH:13][n:14][cH:15][cH:16][cH:17]1.